Dataset: the Open Reaction Database (ORD), a public repository of structured organic reaction records. Task: describe an organic reaction: reactants, conditions, products, and yield Starting materials: C1(CC1)NS(=O)(=O)CCCCCCN1CCN(CC1)C(C1=CC=CC=C1)C1=CC(=CC=C1)Cl (N-Cyclopropyl-6-[4-[(3-chlorophenyl)phenylmethyl]-1-piperazinyl]hexanesulfonamide), C(\C=C/C(=O)O)(=O)O (Maleic acid). Run in CO (methanol). Yields the product C(\C=C/C(=O)O)(=O)O.C(\C=C/C(=O)O)(=O)O.C1(CC1)NS(=O)(=O)CCCCCCN1CCN(CC1)C(C1=CC=CC=C1)C1=CC(=CC=C1)Cl (N-cyclopropyl-6-[4-[(3-chlorophenyl)phenylmethyl]-1-piperazinyl]hexanesulfonamide dimaleate). Isolated yield 50.3%. As a reaction SMILES: [CH:1]1([NH:4][S:5]([CH2:8][CH2:9][CH2:10][CH2:11][CH2:12][CH2:13][N:14]2[CH2:19][CH2:18][N:17]([CH:20]([C:27]3[CH:32]=[CH:31][CH:30]=[C:29]([Cl:33])[CH:28]=3)[C:21]3[CH:26]=[CH:25][CH:24]=[CH:23][CH:22]=3)[CH2:16][CH2:15]2)(=[O:7])=[O:6])[CH2:3][CH2:2]1.[C:34]([OH:41])(=[O:40])/[CH:35]=[CH:36]\[C:37]([OH:39])=[O:38]>CO>[C:34]([OH:41])(=[O:40])/[CH:35]=[CH:36]\[C:37]([OH:39])=[O:38].[C:34]([OH:41])(=[O:40])/[CH:35]=[CH:36]\[C:37]([OH:39])=[O:38].[CH:1]1([NH:4][S:5]([CH2:8][CH2:9][CH2:10][CH2:11][CH2:12][CH2:13][N:14]2[CH2:19][CH2:18][N:17]([CH:20]([C:27]3[CH:32]=[CH:31][CH:30]=[C:29]([Cl:33])[CH:28]=3)[C:21]3[CH:26]=[CH:25][CH:24]=[CH:23][CH:22]=3)[CH2:16][CH2:15]2)(=[O:7])=[O:6])[CH2:3][CH2:2]1 |f:3.4.5|. Procedure: N-Cyclopropyl-6-[4-[(3-chlorophenyl)phenylmethyl]-1-piperazinyl]hexanesulfonamide (253 mg, 0.52 mmol) prepared in the same manner as in Example 1 was dissolved in methanol (15 ml). Maleic acid (138 mg, 1.19 mmol) was added thereto. After dissolving the mixture with heating, the solvent was removed by evaporation in vacuo. Acetone-diethyl ether was added to the residue, and the precipitated crystals were collected by filtration. The crystals were recrystallized from ethyl acetate, to give N-cyclo... Reactants: ClC1=NC(=NC=C1)N (4-chloro-pyrimidin-2-ylamine), C[O-].[Na+] (sodium methoxide). Solvent: CO (methanol), CO (methanol). Yields the product COC1=NC(=NC=C1)N (4-methoxy-pyrimidin-2-ylamine). RXN SMILES: Cl[C:2]1[CH:7]=[CH:6][N:5]=[C:4]([NH2:8])[N:3]=1.[CH3:9][O-:10].[Na+]>CO>[CH3:9][O:10][C:2]1[CH:7]=[CH:6][N:5]=[C:4]([NH2:8])[N:3]=1 |f:1.2|. Procedure details: A solution of 4-chloro-pyrimidin-2-ylamine (10 g, 77 mmol) in methanol (400 mL) under argon, was treated with a solution of sodium methoxide in methanol (25.7%, 51.59 mL, 0.232 mol) whereupon a cream yellow solution was obtained. The reaction was heated at reflux for 3 hours to give a clear yellow green solution. On cooling the volatiles were removed in vacuo and the residue taken up in 100 mL EtOAc and washed with 100 mL water. The organic phase was dried, filtered and concentrated in vacuo to ...